From a dataset of the Open Reaction Database (ORD), a public repository of structured organic reaction records. describe an organic reaction: reactants, conditions, products, and yield Starting materials: C(C)=C1C(N(C(S1)=O)CCCCSC1=CC=CC=2N1C=CN2)=O (5-ethylidene-3-[4-(imidazo[1,2-a]pyridin-5-ylthio)butyl]thiazolidine-2,4-dione), Cl (hydrochloric acid). Reported procedure: To a solution of 0.48 g (1.38 mmol) of 5-ethylidene-3-[4-(imidazo[1,2-a]pyridin-5-ylthio)butyl]thiazolidine-2,4-dione in 50 ml of methanol, 0.25 ml of concentrated hydrochloric acid was added. After the solvent was distilled off, the residue was washed with diethyl ether to yield 0.54 g (100%, yellow oily substance) of the desired product. RXN SMILES: [CH:1](=[C:3]1[S:7][C:6](=[O:8])[N:5]([CH2:9][CH2:10][CH2:11][CH2:12][S:13][C:14]2[N:19]3[CH:20]=[CH:21][N:22]=[C:18]3[CH:17]=[CH:16][CH:15]=2)[C:4]1=[O:23])[CH3:2].[ClH:24]>CO>[ClH:24].[CH:1](=[C:3]1[S:7][C:6](=[O:8])[N:5]([CH2:9][CH2:10][CH2:11][CH2:12][S:13][C:14]2[N:19]3[CH:20]=[CH:21][N:22]=[C:18]3[CH:17]=[CH:16][CH:15]=2)[C:4]1=[O:23])[CH3:2] |f:3.4|. Solvent: CO (methanol). Product: Cl.C(C)=C1C(N(C(S1)=O)CCCCSC1=CC=CC=2N1C=CN2)=O (5-ethylidene-3-[4-(imidazo[1,2-a]pyridin-5-ylthio)butyl]thiazolidine-2,4-dione hydrochloride). The reactants are Cl.NO (hydroxylamine hydrochloride), OC1=CC(=CC2=CC=CC=C12)C#N (4-hydroxynaphthalene-2-carbonitrile), Cl.NO (hydroxylamine hydrochloride), C([O-])([O-])=O.[K+].[K+] (potassium carbonate), C(C)(=O)OCC (ethyl acetate). Run in C(C)(C)(C)O (tert-butylalcohol), O (water). Run at time 1 hour. Yields the product C(C)OC(=O)C1=NC(=NO1)C1=CC2=CC=CC=C2C(=C1)O (3-(4-Hydroxynaphthalene-2-yl)-[1,2,4]oxadiazole-5-carboxylic acid ethyl ester). RXN SMILES: [OH:1][C:2]1[C:11]2[C:6](=[CH:7][CH:8]=[CH:9][CH:10]=2)[CH:5]=[C:4]([C:12]#[N:13])[CH:3]=1.Cl.[NH2:15][OH:16].C(=O)([O-])[O-].[K+].[K+].[C:23]([O:26][CH2:27][CH3:28])(=[O:25])[CH3:24]>C(O)(C)(C)C.O>[CH2:27]([O:26][C:23]([C:24]1[O:16][N:15]=[C:12]([C:4]2[CH:3]=[C:2]([OH:1])[C:11]3[C:6](=[CH:7][CH:8]=[CH:9][CH:10]=3)[CH:5]=2)[N:13]=1)=[O:25])[CH3:28] |f:1.2,3.4.5|. Procedure details: A mixed solution of 4-hydroxynaphthalene-2-carbonitrile (0.34 g), hydroxylamine hydrochloride (0.14 g) and potassium carbonate (0.30 g) in tert-butylalcohol (4.5 mL) and water (0.5 mL) was stirred at 80° C. for 6 hours. To the reaction mixture was added hydroxylamine hydrochloride (0.14 g), and the mixture was stirred at room temperature for 1 hour. The reaction solution was diluted with ethyl acetate, and washed with water and brine. The organic layer was dried over anhydrous magnesium sulfate,...